This data is from the Open Reaction Database (ORD), a public repository of structured organic reaction records. The task is: describe an organic reaction: reactants, conditions, products, and yield The reactants are C1=COCC1, CCOC(C)=O, COc1cc(I)cc(OC)c1OC, [K+], CC(=O)[O-], CC(=O)[O-], CC(=O)[O-], CN(C)C=O, O, [Pd+2], c1ccc(P(c2ccccc2)c2ccccc2)cc1. Product: COc1cc(C2CC=CO2)cc(OC)c1OC. Reaction SMILES: [CH2:14]1[CH2:15][CH:16]=[CH:17][O:18]1.[CH3:48][CH2:49][O:50][C:51]([CH3:52])=[O:53].[I:1][c:2]1[cH:3][c:4]([O:12][CH3:13])[c:5]([O:10][CH3:11])[c:6]([O:8][CH3:9])[cH:7]1.[K+:42].[O-:38][C:39]([CH3:40])=[O:41].[O-:56][C:57]([CH3:58])=[O:59].[O-:60][C:61]([CH3:62])=[O:63].[O:43]=[CH:44][N:45]([CH3:46])[CH3:47].[OH2:54].[Pd+2:55].[c:19]1([P:20]([c:21]2[cH:22][cH:23][cH:24][cH:25][cH:26]2)[c:27]2[cH:28][cH:29][cH:30][cH:31][cH:32]2)[cH:33][cH:34][cH:35][cH:36][cH:37]1>>[c:2]1([CH:14]2[CH2:15][CH:16]=[CH:17][O:18]2)[cH:3][c:4]([O:12][CH3:13])[c:5]([O:10][CH3:11])[c:6]([O:8][CH3:9])[cH:7]1. Starting materials: CN1CNC(=N[N+](=O)[O-])N(C)C1, ClCc1ccc(Cl)nc1, [H-], [H][H], [Na+], CN(C)C=O. Product: CN1CN(C)C(=N[N+](=O)[O-])N(Cc2ccc(Cl)nc2)C1. As a reaction SMILES: [CH3:1][N:2]1[C:3](=[N:9][N+:10](=[O:11])[O-:12])[NH:4][CH2:5][N:6]([CH3:8])[CH2:7]1.[Cl:17][c:18]1[n:19][cH:20][c:21]([CH2:24][Cl:25])[cH:22][cH:23]1.[H-:13].[H:15][H:16].[Na+:14].[O:26]=[CH:27][N:28]([CH3:29])[CH3:30]>>[CH3:1][N:2]1[C:3](=[N:9][N+:10](=[O:11])[O-:12])[N:4]([CH2:24][c:21]2[cH:20][n:19][c:18]([Cl:17])[cH:23][cH:22]2)[CH2:5][N:6]([CH3:8])[CH2:7]1. Procedure details: A 1M solution of borane-THF (10 ML, 10 mmole) was stirred under a nitrogen atmosphere in a cold water bath (15° C.) while 2.1 g (8.94 mmole) of 4-hydroxy-3-(trinitromethyl)butyric acid, gamma-lactone was added. The solution was stirred at 25° C. for 1 hr. and then at 35°-37° C. for 3 days before it was cooled to room temperature and 1 ml of water was slowly added dropwise. Most of the THF was removed and the residue was stirred with ether. The insoluble material (boric acid) was removed by filtr... The yield is 98.2%. The reactants are solution, B.C1CCOC1 (borane THF), OCC(CC(=O)O)C([N+](=O)[O-])([N+](=O)[O-])[N+](=O)[O-] (4-hydroxy-3-(trinitromethyl)butyric acid), gamma-lactone. Conditions: temperature 25 celsius, time 1 hour. Reaction SMILES: B.C1COCC1.[OH:7][CH2:8][CH:9]([C:14]([N+:21]([O-:23])=[O:22])([N+:18]([O-:20])=[O:19])[N+:15]([O-:17])=[O:16])[CH2:10][C:11](O)=[O:12]>O>[N+:15]([C:14]([N+:18]([O-:20])=[O:19])([N+:21]([O-:23])=[O:22])[CH:9]([CH2:10][CH2:11][OH:12])[CH2:8][OH:7])([O-:17])=[O:16] |f:0.1|. Run in O (water). Product: [N+](=O)([O-])C(C(CO)CCO)([N+](=O)[O-])[N+](=O)[O-] (2-(Trinitromethyl)-1,4-butanediol).